This data is from the Open Reaction Database (ORD), a public repository of structured organic reaction records. The task is: describe an organic reaction: reactants, conditions, products, and yield Reactants: CO, CC(C)(C)OC(=O)N1C(=O)OC(c2cccc(Cl)c2)C1Cc1ccc(CC(F)(F)C(F)(F)F)cc1, [Na+], C1CCOC1, [OH-], O. Product: CC(C)(C)OC(=O)NC(Cc1ccc(CC(F)(F)C(F)(F)F)cc1)C(O)c1cccc(Cl)c1. Reaction SMILES: [CH3:43][OH:44].[Cl:1][c:2]1[cH:3][c:4]([CH:8]2[CH:9]([CH2:21][c:22]3[cH:23][cH:24][c:25]([CH2:28][C:29]([C:30]([F:31])([F:32])[F:33])([F:34])[F:35])[cH:26][cH:27]3)[N:10]([C:14](=[O:15])[O:16][C:17]([CH3:18])([CH3:19])[CH3:20])[C:11](=[O:13])[O:12]2)[cH:5][cH:6][cH:7]1.[Na+:37].[O:38]1[CH2:39][CH2:40][CH2:41][CH2:42]1.[OH-:36].[OH2:45]>>[Cl:1][c:2]1[cH:3][c:4]([CH:8]([CH:9]([NH:10][C:14](=[O:15])[O:16][C:17]([CH3:18])([CH3:19])[CH3:20])[CH2:21][c:22]2[cH:23][cH:24][c:25]([CH2:28][C:29]([C:30]([F:31])([F:32])[F:33])([F:34])[F:35])[cH:26][cH:27]2)[OH:12])[cH:5][cH:6][cH:7]1.